Dataset: the Open Reaction Database (ORD), a public repository of structured organic reaction records. Task: describe an organic reaction: reactants, conditions, products, and yield The product is CSc1cccc(CC#N)c1. As a reaction SMILES: [CH3:35][C:36]#[N:37].[Cl:1][CH2:2][c:3]1[cH:4][c:5]([S:9][CH3:10])[cH:6][cH:7][cH:8]1.[Cl:32][CH2:33][Cl:34].[K:29][C:30]#[N:31].[O:11]1[CH2:12][CH2:13][O:14][CH2:15][CH2:16][O:17][CH2:18][CH2:19][O:20][CH2:21][CH2:22][O:23][CH2:24][CH2:25][O:26][CH2:27][CH2:28]1>>[CH2:2]([c:3]1[cH:4][c:5]([S:9][CH3:10])[cH:6][cH:7][cH:8]1)[C:30]#[N:31]. Starting materials: CC#N, CSc1cccc(CCl)c1, ClCCl, N#C[K], C1COCCOCCOCCOCCOCCO1. The reactants are [Br-].C(C)(C)(C)C1=CC(=CC=2SC3=CC(=CC=C3[NH2+]C12)Br)Br (1-t-butyl-3,7-dibromophenothiazinium bromide), CN1CCNCC1 (1-methylpiperazine). Run in C(Cl)(Cl)Cl (chloroform). Conditions: time 3 hour. The product is [Br-].CN1CCN(CC1)C=1C=C(C2=NC3=CC=C(C=C3[S+]=C2C1)N1CCN(CC1)C)C(C)(C)C (3,7-Di(4-methylpiperazin-1-yl)-1-t-butylphenothiazin-5-ium bromide). Reaction SMILES: [Br-].[C:2]([C:6]1[C:19]2[NH2+:18][C:17]3[C:12](=[CH:13][C:14]([Br:20])=[CH:15][CH:16]=3)[S:11][C:10]=2[CH:9]=[C:8](Br)[CH:7]=1)([CH3:5])([CH3:4])[CH3:3].[CH3:22][N:23]1[CH2:28][CH2:27][NH:26][CH2:25][CH2:24]1>C(Cl)(Cl)Cl>[Br-:20].[CH3:22][N:23]1[CH2:28][CH2:27][N:26]([C:8]2[CH:7]=[C:6]([C:2]([CH3:5])([CH3:4])[CH3:3])[C:19]3[C:10]([CH:9]=2)=[S+:11][C:12]2[C:17](=[CH:16][CH:15]=[C:14]([N:26]4[CH2:27][CH2:28][N:23]([CH3:22])[CH2:24][CH2:25]4)[CH:13]=2)[N:18]=3)[CH2:25][CH2:24]1 |f:0.1,4.5|. Reported procedure: To a solution of 1-t-butyl-3,7-dibromophenothiazinium bromide (400 mg, 0.8 mmol) in chloroform (15 mL) kept under argon, 1-methylpiperazine (400 mg, 4.0 mmol) was added (30 min) with vigorous stirring. The mixture was stirred for 3 h and after that extracted once with aqueous HBr (10 mL, 1% v/v) and twice with water. The organic layer was dried (Na2SO4), concentrated and dried under vacuum. Compound was purified by flash chromatography (solvent system: dichloromethane-methanol). Reactants: CC1(CC(C=2C(=C(SC2SC)C(=O)O)C1)=O)C (6,6-dimethyl-3-methylthio-4-oxo-4,5,6,7-tetrahydrobenzo[c]thiophene-1-carboxylic acid), Cl.CN(CCCN=C=NCC)C (1-(3-dimethylaminopropyl)-3-ethylcarbodiimide hydrochloride), N1CCCC1 (pyrrolidine). Reagents/catalysts: CN(C1=CC=NC=C1)C (4-dimethylaminopyridine). The solvent is C(Cl)Cl (DCM). Conditions: time 18 hour. The product is CC1(CC(C=2C(=C(SC2SC)C(=O)N2CCCC2)C1)=O)C (6,6-Dimethyl-3-methylthio-1-(pyrrolidin-1-ylcarbonyl)-4,5,6,7-tetrahydrobenzo[c]thiophen-4-one). Isolated yield 75.6%. As a reaction SMILES: [CH3:1][C:2]1([CH3:17])[CH2:15][C:6]2=[C:7]([C:12]([OH:14])=O)[S:8][C:9]([S:10][CH3:11])=[C:5]2[C:4](=[O:16])[CH2:3]1.Cl.CN(C)[CH2:21][CH2:22][CH2:23][N:24]=[C:25]=NCC.N1CCCC1>CN(C)C1C=CN=CC=1.C(Cl)Cl>[CH3:17][C:2]1([CH3:1])[CH2:15][C:6]2=[C:7]([C:12]([N:24]3[CH2:25][CH2:21][CH2:22][CH2:23]3)=[O:14])[S:8][C:9]([S:10][CH3:11])=[C:5]2[C:4](=[O:16])[CH2:3]1 |f:1.2|. Reported procedure: To a stirred solution of 6,6-dimethyl-3-methylthio-4-oxo-4,5,6,7-tetrahydrobenzo[c]thiophene-1-carboxylic acid (1.0 g, 3.7 mmol), 4-dimethylaminopyridine (0.75 g, 6.1 mmol) and 1-(3-dimethylaminopropyl)-3-ethylcarbodiimide hydrochloride (1.15 g, 6 mmol) in DCM (30 mL) was added pyrrolidine (0.34 mL, 4.1 mmol). The mixture was stirred for 18 h then the solution was evaporated and the residue partitioned between EtOAc (20 mL) and water (20 mL). The organic later was separated, washed with 1M HCl (... The reactants are C1(=CC=CC=C1)CCCC[N-]C(=O)ON1CC2=C(CC1)OC(=C2)CN(C)C (N-(4-Phenylbutyl)-(2-dimethylaminomethyl-6,7-dihydro-4H-furo[3,2-c]pyridin-5-yl)carboxyamide), Cl (hydrogen chloride). Solvent: CO (methanol), CO (methanol). Product: Cl.C1(=CC=CC=C1)CCCC[N-]C(=O)ON1CC2=C(CC1)OC(=C2)CN(C)C (N-(4-phenylbutyl)-(2-dimethylaminomethyl-6,7-dihydro-4H-furo[3,2-c]pyridin-5-yl)carboxyamide hydrochloride). Reaction SMILES: [C:1]1([CH2:7][CH2:8][CH2:9][CH2:10][N-:11][C:12]([O:14][N:15]2[CH2:20][CH2:19][C:18]3[O:21][C:22]([CH2:24][N:25]([CH3:27])[CH3:26])=[CH:23][C:17]=3[CH2:16]2)=[O:13])[CH:6]=[CH:5][CH:4]=[CH:3][CH:2]=1.[ClH:28]>CO>[ClH:28].[C:1]1([CH2:7][CH2:8][CH2:9][CH2:10][N-:11][C:12]([O:14][N:15]2[CH2:20][CH2:19][C:18]3[O:21][C:22]([CH2:24][N:25]([CH3:27])[CH3:26])=[CH:23][C:17]=3[CH2:16]2)=[O:13])[CH:6]=[CH:5][CH:4]=[CH:3][CH:2]=1 |f:3.4|. Procedure details: N-(4-Phenylbutyl)-(2-dimethylaminomethyl-6,7-dihydro-4H-furo[3,2-c]pyridin-5-yl)carboxyamide 0.376 g was dissolved in 2 ml of methanol. To this solution, hydrogen chloride in methanol was added in excess, followed by stirring. This mixture was concentrated to yield the desired product. Starting materials: CO, CCc1[nH]c(C(=O)Nc2ccc(-c3nc(C(=O)OC)co3)cc2OC)nc1Cl, [Li+], C1CCOC1, [OH-]. Product: CCc1[nH]c(C(=O)Nc2ccc(-c3nc(C(=O)O)co3)cc2OC)nc1Cl. RXN SMILES: [CH3:31][OH:32].[Cl:1][c:2]1[n:3][c:4]([C:9](=[O:10])[NH:11][c:12]2[c:13]([O:27][CH3:28])[cH:14][c:15](-[c:18]3[o:19][cH:20][c:21]([C:23](=[O:24])[O:25][CH3:26])[n:22]3)[cH:16][cH:17]2)[nH:5][c:6]1[CH2:7][CH3:8].[Li+:29].[O:33]1[CH2:34][CH2:35][CH2:36][CH2:37]1.[OH-:30]>>[Cl:1][c:2]1[n:3][c:4]([C:9](=[O:10])[NH:11][c:12]2[c:13]([O:27][CH3:28])[cH:14][c:15](-[c:18]3[o:19][cH:20][c:21]([C:23](=[O:24])[OH:25])[n:22]3)[cH:16][cH:17]2)[nH:5][c:6]1[CH2:7][CH3:8].